Task: describe an organic reaction: reactants, conditions, products, and yield. Dataset: the Open Reaction Database (ORD), a public repository of structured organic reaction records Starting materials: C1CCOC1, COC(=O)C1CN(C2CCN(C(=O)OC(C)(C)C)CC2)C(=O)N1C, Cl, [Li+], [OH-], O. The product is CN1C(=O)N(C2CCN(C(=O)OC(C)(C)C)CC2)CC1C(=O)O. RXN SMILES: [CH2:28]1[O:29][CH2:30][CH2:31][CH2:32]1.[CH3:1][N:2]1[C:3](=[O:24])[N:4]([CH:11]2[CH2:12][CH2:13][N:14]([C:17](=[O:18])[O:19][C:20]([CH3:21])([CH3:22])[CH3:23])[CH2:15][CH2:16]2)[CH2:5][CH:6]1[C:7](=[O:8])[O:9][CH3:10].[ClH:27].[Li+:25].[OH-:26].[OH2:33]>>[CH3:1][N:2]1[C:3](=[O:24])[N:4]([CH:11]2[CH2:12][CH2:13][N:14]([C:17](=[O:18])[O:19][C:20]([CH3:21])([CH3:22])[CH3:23])[CH2:15][CH2:16]2)[CH2:5][CH:6]1[C:7](=[O:8])[OH:9]. The reactants are C(C)(=O)SC[C@@H](C(=O)N[C@H](CC(=O)O)CC(C)C)C(F)(F)F ((S,S)-3-[[2-[(Acetylthio)methyl]-3,3,3-trifluoro-1-oxopropyl]amino]-5-methylhexanoic acid), CCCCCC (hexane), [OH-].[NH4+] (ammonium hydroxide), C(C)(=O)OCC (ethyl acetate). The solvent is O (water), C(C)(=O)O (acetic acid), CO (methanol). Reaction conditions: temperature 0 celsius, time 5 minute. The product is FC([C@H](C(=O)N[C@H](CC(=O)O)CC(C)C)CS)(F)F ((S,S)-3-[[3,3,3-Trifluoro-2-(mercaptomethyl)-1-oxopropyl]amino]-5-methylhexanoic acid). Reaction SMILES: C([S:4][CH2:5][C@H:6]([C:19]([F:22])([F:21])[F:20])[C:7]([NH:9][C@@H:10]([CH2:15][CH:16]([CH3:18])[CH3:17])[CH2:11][C:12]([OH:14])=[O:13])=[O:8])(=O)C.[OH-].[NH4+].C(OCC)(=O)C.CCCCCC>O.CO.C(O)(=O)C>[F:20][C:19]([F:21])([F:22])[C@@H:6]([CH2:5][SH:4])[C:7]([NH:9][C@@H:10]([CH2:15][CH:16]([CH3:18])[CH3:17])[CH2:11][C:12]([OH:14])=[O:13])=[O:8] |f:1.2|. Procedure: A suspension of the (S,S) isomer product of Example 36 (0.91 g., 2.7 mmol.) in water maintained at 0° C. under argon was treated with ammonium hydroxide (5M solution, 10 mL, 50 mmol.) and stirred for 5 minutes. The reaction was quenched at 0° C. with 140 mL of 10% potassium bisulfate and then extracted with ethyl acetate (4 x). The organic extracts were combined, dried (MgSO4), filtered, and concentrated in vacuo to yield 1.0 g. of a yellow solid. The crude reaction product was triturated with h... Starting materials: [Li]CCCC, C1CCOC1, CCOC(C)=O, [I-], [Na+], O, CC(C)(C)c1cccc2c1CCCC2(O)O[SiH](c1ccccc1)c1ccccc1, BrCc1nc(-c2ccccc2)c(-c2ccccc2)o1. Yields the product CC(C)(C)c1cccc2c1CCCC2(OCc1nc(-c2ccccc2)c(-c2ccccc2)o1)O[SiH](c1ccccc1)c1ccccc1. RXN SMILES: [CH2:30]([Li:31])[CH2:32][CH2:33][CH3:34].[CH2:56]1[O:57][CH2:58][CH2:59][CH2:60]1.[CH3:62][CH2:63][O:64][C:65](=[O:66])[CH3:67].[I-:54].[Na+:55].[OH2:61].[OH:1][C:2]1([O:16][SiH:17]([c:18]2[cH:19][cH:20][cH:21][cH:22][cH:23]2)[c:24]2[cH:25][cH:26][cH:27][cH:28][cH:29]2)[CH2:3][CH2:4][CH2:5][c:6]2[c:7]([C:12]([CH3:13])([CH3:14])[CH3:15])[cH:8][cH:9][cH:10][c:11]21.[c:35]1(-[c:41]2[n:42][c:43]([CH2:52][Br:53])[o:44][c:45]2-[c:46]2[cH:47][cH:48][cH:49][cH:50][cH:51]2)[cH:36][cH:37][cH:38][cH:39][cH:40]1>>[O:1]([C:2]1([O:16][SiH:17]([c:18]2[cH:19][cH:20][cH:21][cH:22][cH:23]2)[c:24]2[cH:25][cH:26][cH:27][cH:28][cH:29]2)[CH2:3][CH2:4][CH2:5][c:6]2[c:7]([C:12]([CH3:13])([CH3:14])[CH3:15])[cH:8][cH:9][cH:10][c:11]21)[CH2:52][c:43]1[n:42][c:41](-[c:35]2[cH:36][cH:37][cH:38][cH:39][cH:40]2)[c:45](-[c:46]2[cH:47][cH:48][cH:49][cH:50][cH:51]2)[o:44]1. Starting materials: [OH-].[Na+] (sodium hydroxide), NC=1C(=CC(=C(C1)O)Cl)F (5-amino-2-chloro-4-fluorophenol), C1(CCCC1)Br (cyclopentyl bromide), [I-].[K+] (potassium iodide). Reagents/catalysts: [Br-].C(CCC)[N+](CCCC)(CCCC)CCCC (tetrabutylammonium bromide). Run in O (water), solution, C1(=CC=CC=C1)C (toluene). Run at temperature 80 celsius. Yields the product ClC1=CC(=C(N)C=C1OC1CCCC1)F (4-chloro-5-cyclopentyloxy-2-fluoroaniline). Yield: 98.9%. RXN SMILES: [NH2:1][C:2]1[C:3]([F:10])=[CH:4][C:5]([Cl:9])=[C:6]([OH:8])[CH:7]=1.[CH:11]1(Br)[CH2:15][CH2:14][CH2:13][CH2:12]1.[I-].[K+].[OH-].[Na+]>[Br-].C([N+](CCCC)(CCCC)CCCC)CCC.C1(C)C=CC=CC=1.O>[Cl:9][C:5]1[C:6]([O:8][CH:11]2[CH2:15][CH2:14][CH2:13][CH2:12]2)=[CH:7][C:2]([NH2:1])=[C:3]([F:10])[CH:4]=1 |f:2.3,4.5,6.7|. Procedure details: A round-bottomed flask (50 cc) equipped with a mechanical stirrer was charged with 5-amino-2-chloro-4-fluorophenol (1.03 g, 6.37 mmol), cyclopentyl bromide (1.32 g, 8.82 mmol), tetrabutylammonium bromide (152 mg, 0.47 mmol) and potassium iodide (300 mg, 1.81 mmol) to prepare a solution in toluene (5 mL). Subsequently, 40% sodium hydroxide in aqueous solution (5 mL) was added slowly and the mixture was stirred under heating at 80° C. for 4.5 h. After completion of the reaction, the reaction mixtu... Reactants: C(C)(C)(C)OC(=O)N1CCCC2=CC(=CN=C12)C=1C=NC=C(C1)C(C)(C)C(=O)OCC1=CC=CC=C1 (6-[5-(1-benzyloxycarbonyl-1-methyl-ethyl)-pyridin-3-yl]-3,4-dihydro-2H-[1,8]naphthyridine-1-carboxylic acid tert-butyl ester). Conditions: time 16 hour. RXN SMILES: [C:1]([O:5][C:6]([N:8]1[C:17]2[C:12](=[CH:13][C:14]([C:18]3[CH:19]=[N:20][CH:21]=[C:22]([C:24]([C:27]([O:29]CC4C=CC=CC=4)=[O:28])([CH3:26])[CH3:25])[CH:23]=3)=[CH:15][N:16]=2)[CH2:11][CH2:10][CH2:9]1)=[O:7])([CH3:4])([CH3:3])[CH3:2]>CO.[Pd]>[C:1]([O:5][C:6]([N:8]1[C:17]2[C:12](=[CH:13][C:14]([C:18]3[CH:19]=[N:20][CH:21]=[C:22]([C:24]([C:27]([OH:29])=[O:28])([CH3:26])[CH3:25])[CH:23]=3)=[CH:15][N:16]=2)[CH2:11][CH2:10][CH2:9]1)=[O:7])([CH3:4])([CH3:2])[CH3:3]. Product: C(C)(C)(C)OC(=O)N1CCCC2=CC(=CN=C12)C=1C=NC=C(C1)C(C)(C)C(=O)O (6-[5-(1-carboxy-1-methyl-ethyl)-pyridin-3-yl]-3,4-dihydro-2H-[1,8]naphthyridine-1-carboxylic acid tert-butyl ester). Yield: 40.3%. Procedure details: To a stirred solution of 6-[5-(1-benzyloxycarbonyl-1-methyl-ethyl)-pyridin-3-yl]-3,4-dihydro-2H-[1,8]naphthyridine-1-carboxylic acid tert-butyl ester (500 mg, 1.0 mmol) in MeOH (25 mL) is added 10% Pd/C (250 mg). The reaction mixture is stirred under 40 psi H2 for 16 h. The catalyst is removed by filtration through diatomaceous earth and the solvent is evaporated to afford 160 mg of 6-[5-(1-carboxy-1-methyl-ethyl)-pyridin-3-yl]-3,4-dihydro-2H-[1,8]naphthyridine-1-carboxylic acid tert-butyl ester The solvent is CO (MeOH). Reagents/catalysts: [Pd] (Pd/C). Starting materials: C1(=CC=CC=C1)C1CCNCC1 (4-Phenyl-piperidine), S(=O)(=O)(N)N (Sulfamide). The solvent is O1CCOCC1 (dioxane). Run at temperature 100 celsius. The product is NS(=O)(=O)N1CCC(CC1)C1=CC=CC=C1 (1-Aminosulfonyl-4-phenyl-piperidine). Reaction SMILES: [C:1]1([CH:7]2[CH2:12][CH2:11][NH:10][CH2:9][CH2:8]2)[CH:6]=[CH:5][CH:4]=[CH:3][CH:2]=1.[S:13](N)([NH2:16])(=[O:15])=[O:14]>O1CCOCC1>[NH2:16][S:13]([N:10]1[CH2:9][CH2:8][CH:7]([C:1]2[CH:6]=[CH:5][CH:4]=[CH:3][CH:2]=2)[CH2:12][CH2:11]1)(=[O:15])=[O:14]. Procedure details: 4-Phenyl-piperidine (10 g, 62 mmol) was dissolved in dioxane (100 mL). Sulfamide (23.8 g, 248 mmol) was then added and the reaction mixture heated to 100° C. for 14 h. The reaction mixture was then cooled to room temperature, quenched by addition of 1N HCl and then concentrated to remove dioxane. The product was extracted with ethyl acetate (100 mL), dried (Na2SO4), filtered and concentrated to yield the title compound as a light brown solid.